From a dataset of the Open Reaction Database (ORD), a public repository of structured organic reaction records. describe an organic reaction: reactants, conditions, products, and yield Starting materials: O=C1CCC(=O)N1Br, ClC(Cl)(Cl)Cl, COC(=O)c1ccc(C)nc1. Product: COC(=O)c1ccc(CBr)nc1. As a reaction SMILES: [Br:12][N:13]1[C:14](=[O:15])[CH2:16][CH2:17][C:18]1=[O:19].[C:20]([Cl:21])([Cl:22])([Cl:23])[Cl:24].[CH3:1][O:2][C:3]([c:4]1[cH:5][n:6][c:7]([CH3:10])[cH:8][cH:9]1)=[O:11]>>[CH3:1][O:2][C:3]([c:4]1[cH:5][n:6][c:7]([CH2:10][Br:12])[cH:8][cH:9]1)=[O:11]. The reactants are CCOC(C)=O, C[Si](C)(C)CCOCn1cc(C2=CCC3(CC2)OCCO3)cn1. Yields the product C[Si](C)(C)CCOCn1cc(C2CCC3(CC2)OCCO3)cn1. Reaction SMILES: [CH3:24][CH2:25][O:26][C:27]([CH3:28])=[O:29].[O:1]1[CH2:2][CH2:3][O:4][C:5]12[CH2:6][CH:7]=[C:8]([c:11]1[cH:12][n:13][n:14]([CH2:16][O:17][CH2:18][CH2:19][Si:20]([CH3:21])([CH3:22])[CH3:23])[cH:15]1)[CH2:9][CH2:10]2>>[O:1]1[CH2:2][CH2:3][O:4][C:5]12[CH2:6][CH2:7][CH:8]([c:11]1[cH:12][n:13][n:14]([CH2:16][O:17][CH2:18][CH2:19][Si:20]([CH3:21])([CH3:22])[CH3:23])[cH:15]1)[CH2:9][CH2:10]2. The reactants are Cc1cccc(N2CCOCC2)c1N=C=S, N. Yields the product Cc1cccc(N2CCOCC2)c1NC(N)=S. As a reaction SMILES: [CH3:1][c:2]1[cH:3][cH:4][cH:5][c:6]([N:11]2[CH2:12][CH2:13][O:14][CH2:15][CH2:16]2)[c:7]1[N:8]=[C:9]=[S:10].[NH3:17]>>[CH3:1][c:2]1[cH:3][cH:4][cH:5][c:6]([N:11]2[CH2:12][CH2:13][O:14][CH2:15][CH2:16]2)[c:7]1[NH:8][C:9](=[S:10])[NH2:17]. The reactants are C([C@@H]1[C@H]([C@@H]([C@H]([C@H](O1)O[C@]2([C@H]([C@@H]([C@H](O2)CO)O)O)CO)O)O)O)O (sucrose), OCC(=O)[C@@H](O)[C@@H](O)CO (L-ribulose), [OH-].[Na+] (NaOH). Reaction conditions: time 18 hour. The product is O=C[C@@H](O)[C@@H](O)[C@@H](O)CO (L-ribose). As a reaction SMILES: C(O)[C@H:2]1[O:7][C@H:6]([O:8][C@]2(CO)O[C@H](CO)[C@@H](O)[C@@H]2O)[C@H:5]([OH:20])[C@@H:4]([OH:21])[C@@H:3]1[OH:22].OCC([C@H]([C@H](CO)O)O)=O.[OH-].[Na+]>>[O:7]=[CH:2][C@H:3]([C@H:4]([C@H:5]([CH2:6][OH:8])[OH:20])[OH:21])[OH:22] |f:2.3|. Reported procedure: Cellulomonas gerida (JCM1490) strain was inoculated at a concentration of 1% to 18 L of a medium containing 2.0 g/L of sucrose, 5.0 g/L of yeast extract, 5.0 g/L of soybean peptides, 5 g/L of NaCl, 3 g/L of K2HPO4, 1 g/L of KH2PO4 and 15 g/L of L-ribose (pH 7.0) contained in a 30-L jar. The seed culture was obtained beforehand by culturing the bacterium in the same medium contained in a flask with a baffle at 30° C. for 18 hours with shaking at 160 rpm. The conditions in the jar were controlled ... Procedure: To a solution of (2S,5R)-tert-butyl 5-(5-fluoropyridin-3-yl)-2-(hydroxymethyl)-2-methylpyrrolidine-1-carboxylate (200 mg, 0.644 mmol) in DCM (5 mL) was added 4M HCl in dioxane (1.61 mL, 6.44 mmol). The reaction was stirred at ambient temperature for 16 hours and then concentrated to afford ((2S,5R)-5-(5-fluoropyridin-3-yl)-2-methylpyrrolidin-2-yl)methanol hydrochloride (130 mg, 96% yield). MS (apci) m/z=211.1 (M+H). Yields the product Cl.FC=1C=C(C=NC1)[C@H]1CC[C@@](N1)(C)CO (((2S,5R)-5-(5-fluoropyridin-3-yl)-2-methylpyrrolidin-2-yl)methanol hydrochloride). Isolated yield 96.0%. Run at time 16 hour. Solvent: C(Cl)Cl (DCM). As a reaction SMILES: [F:1][C:2]1[CH:3]=[C:4]([C@@H:8]2[N:12](C(OC(C)(C)C)=O)[C@@:11]([CH2:21][OH:22])([CH3:20])[CH2:10][CH2:9]2)[CH:5]=[N:6][CH:7]=1.[ClH:23].O1CCOCC1>C(Cl)Cl>[ClH:23].[F:1][C:2]1[CH:3]=[C:4]([C@@H:8]2[NH:12][C@@:11]([CH2:21][OH:22])([CH3:20])[CH2:10][CH2:9]2)[CH:5]=[N:6][CH:7]=1 |f:4.5|. Starting materials: FC=1C=C(C=NC1)[C@H]1CC[C@@](N1C(=O)OC(C)(C)C)(C)CO ((2S,5R)-tert-butyl 5-(5-fluoropyridin-3-yl)-2-(hydroxymethyl)-2-methylpyrrolidine-1-carboxylate), Cl (HCl), O1CCOCC1 (dioxane).